The task is: describe an organic reaction: reactants, conditions, products, and yield. This data is from the Open Reaction Database (ORD), a public repository of structured organic reaction records. Reactants: CCOP(=O)(Cc1cccc(CBr)c1)OCC, O=C1NC(=O)c2ccccc21, CN(C)C=O, [K], O. The product is CCOP(=O)(Cc1cccc(CN2C(=O)c3ccccc3C2=O)c1)OCC. Reaction SMILES: [Br:1][CH2:2][c:3]1[cH:4][c:5]([CH2:6][P:7]([O:8][CH2:9][CH3:10])([O:11][CH2:12][CH3:13])=[O:14])[cH:15][cH:16][cH:17]1.[C:18]1(=[O:28])[c:19]2[c:20]([cH:24][cH:25][cH:26][cH:27]2)[C:21](=[O:23])[NH:22]1.[CH3:30][N:31]([CH3:32])[CH:33]=[O:34].[K:29].[OH2:35]>>[CH2:2]([c:3]1[cH:4][c:5]([CH2:6][P:7]([O:8][CH2:9][CH3:10])([O:11][CH2:12][CH3:13])=[O:14])[cH:15][cH:16][cH:17]1)[N:22]1[C:18](=[O:28])[c:19]2[c:20]([cH:24][cH:25][cH:26][cH:27]2)[C:21]1=[O:23]. Reactants: CN(C)C=O (DMF), BrC1=NC=C(C=C1Br)Cl (2,3-dibromo-5-chloropyridine), [Cl-].[Li+].C(C)(C)[Mg]Cl (isopropylmagnesium chloride lithium chloride). The solvent is C1CCOC1 (THF), C1CCOC1 (THF). Run at temperature -40 celsius, time 30 minute. Yields the product BrC1=NC=C(C=C1CO)Cl ((2-Bromo-5-chloropyridin-3-yl)methanol). The yield is 93.0%. Reaction SMILES: [Br:1][C:2]1[C:7](Br)=[CH:6][C:5]([Cl:9])=[CH:4][N:3]=1.[Cl-].[Li+].C([Mg]Cl)(C)C.CN([CH:20]=[O:21])C>C1COCC1>[Br:1][C:2]1[C:7]([CH2:20][OH:21])=[CH:6][C:5]([Cl:9])=[CH:4][N:3]=1 |f:1.2.3|. Procedure: To a solution of 2,3-dibromo-5-chloropyridine (60 g, 221 mmol) in THF (500 mL) was added a solution of isopropylmagnesium chloride lithium chloride solution in THF (1.3M, 185 mL) at −40° C. over about 30 min. The solution was stirred for 30 min at −40° C. and DMF (50 mL) was added. The resulting solution was warmed up to room temperature and stirred for 30 min. The reaction was quenched with 1 N HCl (400 mL) and MTBE (200 mL) was added. Organic layer was separated and washed twice with 5% aqueou... Starting materials: C1CCOC1, CN(C)CCCNC(=O)c1cccc(-c2ccc(CSCCOc3ccccc3)cc2)c1, CN(C)CCN, O=C(O)c1cccc(-c2ccccc2CSCCOc2ccccc2)c1. Yields the product CN(C)CCNC(=O)c1cccc(-c2ccccc2CSCCOc2ccccc2)c1. RXN SMILES: [CH2:65]1[O:66][CH2:67][CH2:68][CH2:69]1.[CH3:1][N:2]([CH3:3])[CH2:4][CH2:5][CH2:6][NH:7][C:8]([c:9]1[cH:10][c:11](-[c:12]2[cH:13][cH:14][c:15]([CH2:16][S:17][CH2:18][CH2:19][O:20][c:21]3[cH:22][cH:23][cH:24][cH:25][cH:26]3)[cH:27][cH:28]2)[cH:29][cH:30][cH:31]1)=[O:32].[CH3:59][N:60]([CH2:61][CH2:62][NH2:63])[CH3:64].[O:33]([c:34]1[cH:35][cH:36][cH:37][cH:38][cH:39]1)[CH2:40][CH2:41][S:42][CH2:43][c:44]1[c:45](-[c:50]2[cH:51][c:52]([C:56](=[O:57])[OH:58])[cH:53][cH:54][cH:55]2)[cH:46][cH:47][cH:48][cH:49]1>>[O:33]([c:34]1[cH:35][cH:36][cH:37][cH:38][cH:39]1)[CH2:40][CH2:41][S:42][CH2:43][c:44]1[c:45](-[c:50]2[cH:51][c:52]([C:56](=[O:57])[NH:63][CH2:62][CH2:61][N:60]([CH3:59])[CH3:64])[cH:53][cH:54][cH:55]2)[cH:46][cH:47][cH:48][cH:49]1. Starting materials: C(C)OC(CC1=CC=C(C=C1)N1N=C(C=C1NC(=O)OC1=CC=CC=C1)C(C)(C)C)=O (ethyl(4-{3-tert-butyl-5-[(phenoxycarbonyl)amino]-1H-pyrazol-1-yl}phenyl)acetate), N1=CC=C(C=C1)OC1=CC=C(N)C=C1 (4-(pyridin-4-yloxy)aniline). The solvent is C1CCOC1 (THF). Reaction conditions: temperature 60 celsius. The product is C(C)OC(CC1=CC=C(C=C1)N1N=C(C=C1NC(=O)NC1=CC=C(C=C1)OC1=CC=NC=C1)C(C)(C)C)=O (Ethyl(4-{3-tert-butyl-5-[({[4-(pyridin-4-yloxy)phenyl]amino}carbonyl)amino]-1H-pyrazol-1-yl}phenyl)acetate), solid. The yield is 70.0%. As a reaction SMILES: [CH2:1]([O:3][C:4](=[O:31])[CH2:5][C:6]1[CH:11]=[CH:10][C:9]([N:12]2[C:16]([NH:17][C:18](OC3C=CC=CC=3)=[O:19])=[CH:15][C:14]([C:27]([CH3:30])([CH3:29])[CH3:28])=[N:13]2)=[CH:8][CH:7]=1)[CH3:2].[N:32]1[CH:37]=[CH:36][C:35]([O:38][C:39]2[CH:45]=[CH:44][C:42]([NH2:43])=[CH:41][CH:40]=2)=[CH:34][CH:33]=1>C1COCC1>[CH2:1]([O:3][C:4](=[O:31])[CH2:5][C:6]1[CH:7]=[CH:8][C:9]([N:12]2[C:16]([NH:17][C:18]([NH:43][C:42]3[CH:41]=[CH:40][C:39]([O:38][C:35]4[CH:36]=[CH:37][N:32]=[CH:33][CH:34]=4)=[CH:45][CH:44]=3)=[O:19])=[CH:15][C:14]([C:27]([CH3:28])([CH3:29])[CH3:30])=[N:13]2)=[CH:10][CH:11]=1)[CH3:2]. Procedure: A mixture of ethyl(4-{3-tert-butyl-5-[(phenoxycarbonyl)amino]-1H-pyrazol-1-yl}phenyl)acetate (3.0 g, 7.12 mmol) and 4-(pyridin-4-yloxy)aniline (1.26 g, 6.78 mmol) in THF (50 mL) was heated at 60° C. overnight. The reaction mixture was cooled to room temperature and then evaporated at reduced pressure to afford a brown syrup, which was purified by MPLC (25:75 to 70:30 EtOAc/hexane). The desired product was obtained as a white solid (2.42 g) in 70% yield. 1H-NMR (CD2Cl2-d2) δ 8.35 (m, 2H), 8.06 (s... Starting materials: N1(CCNCC1)C(=O)OC(C)(C)C (1,1-dimethylethyl 1-piperazinecarboxylate), BrC1=NC=C(N=C1)I (2-bromo-5-iodopyrazine). Solvent: C(C)(C)(C)O (Tert-Butanol). Conditions: temperature 100 celsius. The product is IC=1N=CC(=NC1)N1CCN(CC1)C(=O)OC(C)(C)C (1,1-dimethylethyl 4-(5-iodo-2-pyrazinyl)-1-piperazinecarboxylate). Isolated yield 51.5%. As a reaction SMILES: [N:1]1([C:7]([O:9][C:10]([CH3:13])([CH3:12])[CH3:11])=[O:8])[CH2:6][CH2:5][NH:4][CH2:3][CH2:2]1.Br[C:15]1[CH:20]=[N:19][C:18]([I:21])=[CH:17][N:16]=1>C(O)(C)(C)C>[I:21][C:18]1[N:19]=[CH:20][C:15]([N:4]2[CH2:5][CH2:6][N:1]([C:7]([O:9][C:10]([CH3:13])([CH3:12])[CH3:11])=[O:8])[CH2:2][CH2:3]2)=[N:16][CH:17]=1. Procedure details: In a 5 mL round bottomed flask were mixed: 1,1-dimethylethyl 1-piperazinecarboxylate (110 mg, 0.590 mmol, available from Fluke), 2-bromo-5-iodopyrazine (140 mg, 0.491 mmol, available from Apollo) and Dipea (0.112 mL, 0.639 mmol) in Tert-Butanol (2 mL). The reaction was stirred and heated under reflux at 100° C. for 40 hr. The reaction mixture was partitioned between EtOAc (20 mL) and water (20 mL) and the organic layer washed with brine (20 mL) before being dried through an hydrophobic frit and ... Reactants: Cc1c(C#C[Si](C)(C)C)ccc(N=C2SCC3(CCCC3)N2CC(C)C)c1C, CO, ClCCl, [Na+], [OH-]. Product: C#Cc1ccc(N=C2SCC3(CCCC3)N2CC(C)C)c(C)c1C. As a reaction SMILES: [CH3:1][c:2]1[c:3]([N:15]=[C:16]2[N:17]([CH2:25][CH:26]([CH3:27])[CH3:28])[C:18]3([CH2:19][S:20]2)[CH2:21][CH2:22][CH2:23][CH2:24]3)[cH:4][cH:5][c:6]([C:9]#[C:10][Si:11]([CH3:12])([CH3:13])[CH3:14])[c:7]1[CH3:8].[CH3:31][OH:32].[Cl:33][CH2:34][Cl:35].[Na+:30].[OH-:29]>>[CH3:1][c:2]1[c:3]([N:15]=[C:16]2[N:17]([CH2:25][CH:26]([CH3:27])[CH3:28])[C:18]3([CH2:19][S:20]2)[CH2:21][CH2:22][CH2:23][CH2:24]3)[cH:4][cH:5][c:6]([C:9]#[CH:10])[c:7]1[CH3:8]. Starting materials: CC(=O)CC(C)C, Cc1cccc(C)c1NC(=O)CCCl, NC(=O)C1CNCCN1CCCC(c1ccc(F)cc1)c1ccc(F)cc1, [I-], [K+], [Na+], [Na+], O=C([O-])[O-]. The product is Cc1cccc(C)c1NC(=O)CCN1CCN(CCCC(c2ccc(F)cc2)c2ccc(F)cc2)C(C(N)=O)C1. Reaction SMILES: [CH3:50][CH:51]([CH3:52])[CH2:53][C:54](=[O:55])[CH3:56].[Cl:28][CH2:29][CH2:30][C:31](=[O:32])[NH:33][c:34]1[c:35]([CH3:41])[cH:36][cH:37][cH:38][c:39]1[CH3:40].[F:1][c:2]1[cH:3][cH:4][c:5]([CH:8]([CH2:9][CH2:10][CH2:11][N:12]2[CH:13]([C:18](=[O:19])[NH2:20])[CH2:14][NH:15][CH2:16][CH2:17]2)[c:21]2[cH:22][cH:23][c:24]([F:27])[cH:25][cH:26]2)[cH:6][cH:7]1.[I-:49].[K+:48].[Na+:42].[Na+:43].[O-:44][C:45](=[O:46])[O-:47]>>[F:1][c:2]1[cH:3][cH:4][c:5]([CH:8]([CH2:9][CH2:10][CH2:11][N:12]2[CH:13]([C:18](=[O:19])[NH2:20])[CH2:14][N:15]([CH2:29][CH2:30][C:31](=[O:32])[NH:33][c:34]3[c:35]([CH3:41])[cH:36][cH:37][cH:38][c:39]3[CH3:40])[CH2:16][CH2:17]2)[c:21]2[cH:22][cH:23][c:24]([F:27])[cH:25][cH:26]2)[cH:6][cH:7]1. The reactants are Cl.C1(CC1)C(C(C1=C(C=CC=C1)F)N1C\C(\C(CC1)S)=C/C=1N=NN(N1)CC(=O)OC)=O ((E)-1-[2-cyclopropyl-1-(2-fluorophenyl)-2-oxoethyl]-3-{[2-(methoxycarbonylmethyl)-2H-tetrazol-5-yl]methylidene}-4-sulfanylpiperidine hydrochloride). Run in C(C)#N (acetonitrile). Product: Cl.C(=O)(O)CN1N=C(N=N1)\C=C\1/CN(CCC1S)C(C(=O)C1CC1)C1=C(C=CC=C1)F ((E)-3-{[2-(Carboxymethyl)-2H-tetrazol-5-yl]methylidene}-1-[2-cyclopropyl-1-(2-fluorophenyl)-2-oxoethyl]-4-sulfanylpiperidine hydrochloride). Isolated yield 69.9%. RXN SMILES: [ClH:1].[CH:2]1([C:5](=[O:32])[CH:6]([N:14]2[CH2:19][CH2:18][CH:17]([SH:20])/[C:16](=[CH:21]/[C:22]3[N:23]=[N:24][N:25]([CH2:27][C:28]([O:30]C)=[O:29])[N:26]=3)/[CH2:15]2)[C:7]2[CH:12]=[CH:11][CH:10]=[CH:9][C:8]=2[F:13])[CH2:4][CH2:3]1>C(#N)C>[ClH:1].[C:28]([CH2:27][N:25]1[N:24]=[N:23][C:22](/[CH:21]=[C:16]2\[CH2:15][N:14]([CH:6]([C:7]3[CH:12]=[CH:11][CH:10]=[CH:9][C:8]=3[F:13])[C:5]([CH:2]3[CH2:3][CH2:4]3)=[O:32])[CH2:19][CH2:18][CH:17]\2[SH:20])=[N:26]1)([OH:30])=[O:29] |f:0.1,3.4|. Reported procedure: (E)-1-[2-cyclopropyl-1-(2-fluorophenyl)-2-oxoethyl]-3-{[2-(methoxycarbonylmethyl)-2H-tetrazol-5-yl]methylidene}-4-sulfanylpiperidine hydrochloride (135 mg) was subjected to the procedure similar to that described in Example 134. After purification by preparative HPLC (YMC-Pack ODS-A; YMC, eluent: acetonitrile/0.024 N hydrochloric acid, 25/75, v/v), the title compound (91.6 mg, yield: 70%) was obtained as a colourless amorphous solid.